Dataset: the Open Reaction Database (ORD), a public repository of structured organic reaction records. Task: describe an organic reaction: reactants, conditions, products, and yield The product is FC=1C=C(C=NC1OCC(F)(F)F)C(C)NC(=O)C1=NC(=NC=C1)NC(C(C)C)=O (N-(1-(5-fluoro-6-(2,2,2-trifluoroethoxy)pyridin-3-yl)ethyl)-2-isobutyramidopyrimidine-4-carboxamide). Reported procedure: The title compound is prepared from 2-amino-N-(1-(5-fluoro-6-(2,2,2-trifluoroethoxy)pyridin-3-yl)ethyl)pyrimidine-4-carboxamide (20 mg, 0.06 mmol, Step-1, single enantiomer) and isobutyryl chloride (120 mg, 1.1 mmol) according to the procedure similar to that described in Step-2 of Example 8. Starting materials: NC1=NC=CC(=N1)C(=O)NC(C)C=1C=NC(=C(C1)F)OCC(F)(F)F (2-amino-N-(1-(5-fluoro-6-(2,2,2-trifluoroethoxy)pyridin-3-yl)ethyl)pyrimidine-4-carboxamide), C(C(C)C)(=O)Cl (isobutyryl chloride). Reaction SMILES: [NH2:1][C:2]1[N:7]=[C:6]([C:8]([NH:10][CH:11]([C:13]2[CH:14]=[N:15][C:16]([O:20][CH2:21][C:22]([F:25])([F:24])[F:23])=[C:17]([F:19])[CH:18]=2)[CH3:12])=[O:9])[CH:5]=[CH:4][N:3]=1.[C:26](Cl)(=[O:30])[CH:27]([CH3:29])[CH3:28]>>[F:19][C:17]1[CH:18]=[C:13]([CH:11]([NH:10][C:8]([C:6]2[CH:5]=[CH:4][N:3]=[C:2]([NH:1][C:26](=[O:30])[CH:27]([CH3:29])[CH3:28])[N:7]=2)=[O:9])[CH3:12])[CH:14]=[N:15][C:16]=1[O:20][CH2:21][C:22]([F:24])([F:23])[F:25]. Reactants: ClS(=O)(=O)N=C=O (chlorosulphonyl isocyanate), C([O-])(O)=O.[Na+] (sodium bicarbonate), OC(CNC(OC(C)(C)C)=O)C1=C(C=CC=C1)C(F)(F)F (tert-Butyl {2-hydroxy-2-[2-(trifluoromethyl)phenyl]ethyl}carbamate), O (water). Run in C(C)#N (acetonitrile), C(C)#N (acetonitrile). Conditions: temperature 60 celsius, time 5 minute. Yields the product C(N)(OC(CN)C1=C(C=CC=C1)C(F)(F)F)=O (2-Amino-1-[2-(trifluoromethyl)phenyl]ethyl carbamate). As a reaction SMILES: [OH:1][CH:2]([C:12]1[CH:17]=[CH:16][CH:15]=[CH:14][C:13]=1[C:18]([F:21])([F:20])[F:19])[CH2:3][NH:4]C(=O)OC(C)(C)C.ClS([N:26]=[C:27]=[O:28])(=O)=O.O.C(=O)(O)[O-].[Na+]>C(#N)C>[C:27](=[O:28])([O:1][CH:2]([C:12]1[CH:17]=[CH:16][CH:15]=[CH:14][C:13]=1[C:18]([F:19])([F:20])[F:21])[CH2:3][NH2:4])[NH2:26] |f:3.4|. Procedure: A solution of 420 mg (1.38 mmol) of the compound of Example 36A in 100 ml of acetonitrile was cooled to −15° C., and a solution of 168 μl (1.93 mmol) of chlorosulphonyl isocyanate in 10 ml of acetonitrile was added dropwise. After 5 min, 50 ml of water were added and the reaction mixture was stirred further at 60° C. overnight. After cooling to RT, 50 ml of a saturated aqueous sodium bicarbonate solution were added. The mixture was extracted three times with ethyl acetate. The combined organic p... The reactants are CN(C1=CC=C(C(=O)O)C=C1)C1=CC=2C(CC=C(C2C=C1)C)(C)C (4-[Methyl-(5,8,8-trimethyl-7,8-dihydro-naphthalen-2-yl)-amino]-benzoic acid), CN(C1=CC=C(C(=O)O)C=C1)C1=CC=2C(CC=C(C2C=C1)C)(C)C (4-[Methyl-(5,8,8-trimethyl-7,8-dihydro-naphthalen-2-yl)-amino]-benzoic acid), C(C)OC(C1=CC=C(C=C1)N(C1=CC=2C(CC=C(C2C=C1)C)(C)C)C)=O (4-[methyl-(5,8,8-trimethyl-7,8-dihydro-naphthalen-2-yl)-amino]-benzoic acid ethyl ester), C(C)OC(C1=CC=C(C=C1)N(C1=CC=2C(CC=C(C2C=C1)C)(C)C)C)=O (4-[methyl-(5,8,8-trimethyl-7,8-dihydro-naphthalen-2-yl)-amino]-benzoic acid ethyl ester), [OH-].[K+] (KOH). Solvent: C(C)O (ethanol). Reaction conditions: temperature 40 celsius, time 20 hour. Product: C(C)OC(C1=CC=C(C=C1)NC1=CC=2C(CC=C(C2C=C1)C)(C)C)=O (4-(5,8,8-Trimethyl-7,8-dihydro-naphthalen-2-yl-amino)-benzoic acid ethyl ester). RXN SMILES: CN(C1C=CC2C(C)=CCC(C)(C)C=2C=1)C1C=CC(C(O)=O)=CC=1.[CH2:25]([O:27][C:28](=[O:50])[C:29]1[CH:34]=[CH:33][C:32]([N:35](C)[C:36]2[CH:45]=[CH:44][C:43]3[C:42]([CH3:46])=[CH:41][CH2:40][C:39]([CH3:48])([CH3:47])[C:38]=3[CH:37]=2)=[CH:31][CH:30]=1)[CH3:26].[OH-].[K+]>C(O)C>[CH2:25]([O:27][C:28](=[O:50])[C:29]1[CH:30]=[CH:31][C:32]([NH:35][C:36]2[CH:45]=[CH:44][C:43]3[C:42]([CH3:46])=[CH:41][CH2:40][C:39]([CH3:48])([CH3:47])[C:38]=3[CH:37]=2)=[CH:33][CH:34]=1)[CH3:26] |f:2.3|. Procedure details: PNMR (300 MHz, CDCl3) δ 1.28 (s, 6 H), 1.38 (t, 3 H, J=7.1 Hz), 2.06 (s, 3 H), 2.19 (d, 2 H, J=4.3 Hz), 4.35 (q, 2 H J=7.1 Hz), 5.68 (t, 1 H, J=4.3 Hz), 6.04 (s 1 H, NH), 6.98 (overlapping d & dd, 3 H), 7.11 (d, 1 H, J=2.3 Hz), 7.21 (d, 1 H, J=8.2 Hz), 7.93 (d, 2 H, J=8.8 Hz). 4-Methyl-(5,8,8-trimethyl-7,8-dihydro-naphthalen-2-yl)-amino]-benzoic acid ethyl ester (Compound 66) General Procedure M To a solution of4-(5,8,8-trimethyl-7,8-dihydro-naphthalen-2-ylamino)-benzoic acid ethyl ester (Compou... The reactants are O=C1CCC(=O)N1Br, Cc1ccc2c(c1)C=CC2, CS(C)=O, O. Yields the product Cc1ccc2c(c1)C(O)C(Br)C2. RXN SMILES: [Br:2][N:3]1[C:4](=[O:5])[CH2:6][CH2:7][C:8]1=[O:9].[CH3:10][c:11]1[cH:12][c:13]2[c:17]([cH:18][cH:19]1)[CH2:16][CH:15]=[CH:14]2.[CH3:20][S:21]([CH3:22])=[O:23].[OH2:1]>>[OH:1][CH:14]1[c:13]2[cH:12][c:11]([CH3:10])[cH:19][cH:18][c:17]2[CH2:16][CH:15]1[Br:2]. The reactants are Clc1ncnn2ccc(CBr)c12, Nc1ccc2c(cnn2Cc2ccccc2)c1, COCCO, CC#N, COCCOCc1ccn2ncnc(Cl)c12, ClCc1ccccc1, ClCCl, Nc1ccc2c(cnn2Cc2cccc(F)c2)c1, [Na+], O=C([O-])O. Yields the product COCCOCc1ccn2ncnc(Nc3ccc4c(cnn4Cc4ccccc4)c3)c12. Reaction SMILES: [Br:1][CH2:2][c:3]1[cH:4][cH:5][n:6]2[c:7]1[c:8]([Cl:9])[n:10][cH:11][n:12]2.[CH2:34]([c:35]1[cH:36][cH:37][cH:38][cH:39][cH:40]1)[n:41]1[n:42][cH:43][c:44]2[cH:45][c:46]([NH2:50])[cH:47][cH:48][c:49]12.[CH3:77][O:78][CH2:79][CH2:80][OH:81].[CH3:85][C:86]#[N:87].[Cl:18][c:19]1[n:20][cH:21][n:22][n:23]2[c:24]1[c:25]([CH2:28][O:29][CH2:30][CH2:31][O:32][CH3:33])[cH:26][cH:27]2.[Cl:69][CH2:70][c:71]1[cH:72][cH:73][cH:74][cH:75][cH:76]1.[Cl:82][CH2:83][Cl:84].[F:51][c:52]1[cH:53][c:54]([CH2:58][n:59]2[c:60]3[c:61]([cH:62][c:63]([NH2:64])[cH:65][cH:66]3)[cH:67][n:68]2)[cH:55][cH:56][cH:57]1.[Na+:17].[O-:13][C:14]([OH:15])=[O:16]>>[c:19]1([NH:50][c:46]2[cH:45][c:44]3[cH:43][n:42][n:41]([CH2:34][c:35]4[cH:36][cH:37][cH:38][cH:39][cH:40]4)[c:49]3[cH:48][cH:47]2)[n:20][cH:21][n:22][n:23]2[c:24]1[c:25]([CH2:28][O:29][CH2:30][CH2:31][O:32][CH3:33])[cH:26][cH:27]2.